From a dataset of the Open Reaction Database (ORD), a public repository of structured organic reaction records. describe an organic reaction: reactants, conditions, products, and yield Starting materials: CC1(NC(C2=C(N1)C=C(S2)C=2C=NNC2C)=O)C (2,2-dimethyl-6-(5-methyl-1H-pyrazol-4-yl)-2,3-dihydrothieno[3,2-d]pyrimidin-4(1H)-one), Cl (HCl). The solvent is CO (MeOH). Yields the product NC1=C(SC(=C1)C=1C=NNC1C)C(=O)N (3-amino-5-(5-methyl-1H-pyrazol-4-yl)thiophene-2-carboxamide). The yield is 71.9%. Reaction SMILES: CC1(C)[NH:7][C:6]2[CH:8]=[C:9]([C:11]3[CH:12]=[N:13][NH:14][C:15]=3[CH3:16])[S:10][C:5]=2[C:4](=[O:17])[NH:3]1.Cl>CO>[NH2:7][C:6]1[CH:8]=[C:9]([C:11]2[CH:12]=[N:13][NH:14][C:15]=2[CH3:16])[S:10][C:5]=1[C:4]([NH2:3])=[O:17]. Procedure details: A mixture of 2,2-dimethyl-6-(5-methyl-1H-pyrazol-4-yl)-2,3-dihydrothieno[3,2-d]pyrimidin-4(1H)-one (1.97 g, 7.51 mmol), 1 M aqueous HCl. (38 mL) and MeOH (38 mL) was stirred at 50° C. for 4 h. After removal of the solvent at reduced pressure, the organic materials were extracted with EtOAc/THF. The combined extracts were dried over Na2SO4 and filtered. After removal of the solvent at reduced pressure, the residue was purified by column chromatography (Purif, silica gel, EtOAc to 90:10 EtOAc/MeOH...